From a dataset of the Open Reaction Database (ORD), a public repository of structured organic reaction records. describe an organic reaction: reactants, conditions, products, and yield The reactants are O=C([O-])O, COc1c(C#N)cc2ccccc2c1C(=O)Cl, CNCC(CCO)c1ccc(Cl)c(Cl)c1, ClCCl, [Na+]. Yields the product COc1c(C#N)cc2ccccc2c1C(=O)N(C)CC(CCO)c1ccc(Cl)c(Cl)c1. As a reaction SMILES: [C:16](=[O:17])([OH:18])[O-:19].[C:21](#[N:22])[c:23]1[c:24]([O:36][CH3:37])[c:25]([C:33](=[O:34])[Cl:35])[c:26]2[cH:27][cH:28][cH:29][cH:30][c:31]2[cH:32]1.[Cl:1][c:2]1[cH:3][c:4]([CH:9]([CH2:10][NH:11][CH3:12])[CH2:13][CH2:14][OH:15])[cH:5][cH:6][c:7]1[Cl:8].[Cl:38][CH2:39][Cl:40].[Na+:20]>>[Cl:1][c:2]1[cH:3][c:4]([CH:9]([CH2:10][N:11]([CH3:12])[C:33]([c:25]2[c:24]([O:36][CH3:37])[c:23]([C:21]#[N:22])[cH:32][c:31]3[c:26]2[cH:27][cH:28][cH:29][cH:30]3)=[O:34])[CH2:13][CH2:14][OH:15])[cH:5][cH:6][c:7]1[Cl:8]. Starting materials: COC(C1=C(N=C(C=C1OC)OC)C)=O (4,6-dimethoxy-2-methyl nicotinic acid methyl ester), [OH-].[Li+] (lithium hydroxide), COC1=CC(=NC(=C1C(=O)O)C)OC (4,6-dimethoxy-2-methyl nicotinic acid), C(C(=O)Cl)(=O)Cl (oxalyl chloride), Cl.COC1=CC(=NC(=C1C(=O)Cl)C)OC (4,6-dimethoxy-2-methyl nicotinic acid chloride HCl salt), [OH-].[NH4+] (ammonium hydroxide). The reagents and catalysts are CN(C)C=O (DMF). The solvent is O (water), CO (MeOH), C1CCOC1 (THF), ClCCl (dichloromethane), C1CCOC1 (THF), ClCCl (dichloromethane). Conditions: time 0.5 hour. The product is COC1=CC(=NC(=C1C(=O)N)C)OC (4,6-dimethoxy-2-methyl-nicotinamide). Yield: 101.9%. Reaction SMILES: C[O:2][C:3](=O)[C:4]1[C:9]([O:10][CH3:11])=[CH:8][C:7]([O:12][CH3:13])=[N:6][C:5]=1[CH3:14].[OH-].[Li+].COC1C(C(O)=O)=C(C)[N:23]=C(OC)C=1.C(Cl)(=O)C(Cl)=O.Cl.COC1C(C(Cl)=O)=C(C)N=C(OC)C=1.[OH-].[NH4+]>O.CO.C1COCC1.ClCCl.CN(C=O)C>[CH3:11][O:10][C:9]1[C:4]([C:3]([NH2:23])=[O:2])=[C:5]([CH3:14])[N:6]=[C:7]([O:12][CH3:13])[CH:8]=1 |f:1.2,5.6,7.8|. Procedure details: A mixture of malonic acid (20 g, 192 mmol), 2,4,6-trichlorophenol (72 g, 365 mmol), and phosphorus oxychloride (38 mL, 403.2 mmol) was stirred at reflux for 12 h. The reaction mixture was cooled to 70° C. and poured into ice water. The solid was collected by filtration, washed with water, and dried to give malonic acid bis-(2,4,6-trichloro-phenyl)ester (85 g, 95%). A solution of malonic acid bis-(2,4,6-trichloro-phenyl)ester (85 g, 184 mmol) and ethyl 3-aminocrotonate (26.08 g, 201.9 mmol) in br... Reactants: ClCCl, c1ccc(C(c2ccccc2)N2CCNCC2)cc1, O=CCCc1cc(-c2ccccc2)no1. Yields the product c1ccc(-c2cc(CCCN3CCN(C(c4ccccc4)c4ccccc4)CC3)on2)cc1. Reaction SMILES: [CH2:35]([Cl:36])[Cl:37].[c:16]1([CH:22]([N:23]2[CH2:24][CH2:25][NH:26][CH2:27][CH2:28]2)[c:29]2[cH:30][cH:31][cH:32][cH:33][cH:34]2)[cH:17][cH:18][cH:19][cH:20][cH:21]1.[c:1]1(-[c:7]2[n:8][o:9][c:10]([CH2:12][CH2:13][CH:14]=[O:15])[cH:11]2)[cH:2][cH:3][cH:4][cH:5][cH:6]1>>[c:1]1(-[c:7]2[n:8][o:9][c:10]([CH2:12][CH2:13][CH2:14][N:26]3[CH2:25][CH2:24][N:23]([CH:22]([c:16]4[cH:17][cH:18][cH:19][cH:20][cH:21]4)[c:29]4[cH:30][cH:31][cH:32][cH:33][cH:34]4)[CH2:28][CH2:27]3)[cH:11]2)[cH:2][cH:3][cH:4][cH:5][cH:6]1. Starting materials: C(#N)C(C(=O)OCC)(C)C (ethyl 2-cyano-2-methylpropanoate). The reagents and catalysts are [Ni] (Ni). The solvent is C(C)O.[OH-].[NH4+] (ethanol ammonium hydroxide). Conditions: time 16 hour. Yields the product NCC(C(=O)OCC)(C)C (ethyl 3-amino-2,2-dimethylpropanoate). The yield is 70.5%. Reaction SMILES: [C:1]([C:3]([CH3:10])([CH3:9])[C:4]([O:6][CH2:7][CH3:8])=[O:5])#[N:2]>C(O)C.[OH-].[NH4+].[Ni]>[NH2:2][CH2:1][C:3]([CH3:10])([CH3:9])[C:4]([O:6][CH2:7][CH3:8])=[O:5] |f:1.2.3|. Procedure details: To a solution of ethyl 2-cyano-2-methylpropanoate (0.6 g, 4.2 mmol, 1.0 equiv) in 6 mL of ethanol/ammonium hydroxide (10:1) was added Ra/Ni (20%, 0.12 g). The resulting mixture was stirred under hydrogen at r.t. for 16 h. The catalyst was filtered off, and the filtrate was concentrated to give ethyl 3-amino-2,2-dimethylpropanoate (0.43 g, yield: 70%) as a yellow oil. 1H NMR (400 MHz, CDCl3) δ: 4.15 (q, 2H), 2.77 (s, 2H), 1.76 (s, 2H), 1.26 (t, 3H), 1.18 (s, 6H). Starting materials: 34d, ClC=1C=CC(=C2C(=C(C(NC12)=O)CC1=CC=C(C=C1)Cl)C)O (8-chloro-3-(4-chlorobenzyl)-5-hydroxy-4-methyl-1H-quinolin-2-one), COC(C(C)Br)=O (2-bromopropionic acid methyl ester). Yields the product COC(C(C)OC1=C2C(=C(C(NC2=C(C=C1)Cl)=O)CC1=CC=C(C=C1)Cl)C)=O (2-[8-chloro-3-(4-chlorobenzyl)-4-methyl-2-oxo-1,2-dihydroquinolin-5-yloxy]propionic acid methyl ester). Reaction SMILES: [Cl:1][C:2]1[CH:3]=[CH:4][C:5]([OH:22])=[C:6]2[C:11]=1[NH:10][C:9](=[O:12])[C:8]([CH2:13][C:14]1[CH:19]=[CH:18][C:17]([Cl:20])=[CH:16][CH:15]=1)=[C:7]2[CH3:21].[CH3:23][O:24][C:25](=[O:29])[CH:26](Br)[CH3:27]>>[CH3:23][O:24][C:25](=[O:29])[CH:26]([O:22][C:5]1[CH:4]=[CH:3][C:2]([Cl:1])=[C:11]2[C:6]=1[C:7]([CH3:21])=[C:8]([CH2:13][C:14]1[CH:19]=[CH:18][C:17]([Cl:20])=[CH:16][CH:15]=1)[C:9](=[O:12])[NH:10]2)[CH3:27]. Reported procedure: The title compound was prepared by the method of Preparation 34d using 8-chloro-3-(4-chlorobenzyl)-5-hydroxy-4-methyl-1H-quinolin-2-one and 2-bromopropionic acid methyl ester.